From a dataset of the Open Reaction Database (ORD), a public repository of structured organic reaction records. describe an organic reaction: reactants, conditions, products, and yield Reactants: FC(C1=CC(=NC=2N1N=CC2C(=O)O)C2=CC=C(C=C2)C(F)(F)F)F (7-difluoromethyl-5-(4-trifluoromethyl-phenyl)-pyrazolo[1,5-a]pyrimidine-3-carboxylic acid), CC1=C(C=C(S1)S(=O)(=O)N)[N+](=O)[O-] (5-methyl-4-nitro-thiophene-2-sulfonamide). The product is CC=1SC(=CC1NC(=O)C=1C=NN2C1N=C(C=C2C(F)F)C2=CC=C(C=C2)C(F)(F)F)S(N)(=O)=O (7-Difluoromethyl-5-(4-trifluoromethyl-phenyl)-pyrazolo[1,5-a]pyrimidine-3-carboxylic acid (2-methyl-5-sulfamoyl-thiophen-3-yl)-amide). RXN SMILES: [F:1][CH:2]([F:25])[C:3]1[N:8]2[N:9]=[CH:10][C:11]([C:12]([OH:14])=O)=[C:7]2[N:6]=[C:5]([C:15]2[CH:20]=[CH:19][C:18]([C:21]([F:24])([F:23])[F:22])=[CH:17][CH:16]=2)[CH:4]=1.[CH3:26][C:27]1[S:31][C:30]([S:32]([NH2:35])(=[O:34])=[O:33])=[CH:29][C:28]=1[N+:36]([O-])=O>>[CH3:26][C:27]1[S:31][C:30]([S:32](=[O:34])(=[O:33])[NH2:35])=[CH:29][C:28]=1[NH:36][C:12]([C:11]1[CH:10]=[N:9][N:8]2[C:3]([CH:2]([F:25])[F:1])=[CH:4][C:5]([C:15]3[CH:20]=[CH:19][C:18]([C:21]([F:23])([F:24])[F:22])=[CH:17][CH:16]=3)=[N:6][C:7]=12)=[O:14]. Reported procedure: The title compound was prepared from 7-difluoromethyl-5-(4-trifluoromethyl-phenyl)-pyrazolo[1,5-a]pyrimidine-3-carboxylic acid (example C.1) and 4-amino-5-methyl-thiophene-2-sulfonic acid amide (example B.11) according to general procedure II. Yellow solid. MS (ISP) 530.0 [(M−H)−]; mp 313° C. Reactants: O[C@H](C)[C@@H]1[C@@H]2N([C@H](C([C@@H]2C)=O)C(=O)OCC2=CC=C(C=C2)[N+](=O)[O-])C1=O (4-nitrobenzyl (1R,3R,5R,6S)-6-((1R)-1-hydroxyethyl)-1-methyl-2-oxo-1-carbapenam-3-carboxylate), C(N)(=O)CSC=1N=CN2C1SC(=C2)[Sn](CCCC)(CCCC)CCCC (7-carbamoylmethylthio-2-(tri-n-butylstannyl)imidazo[5,1-b]thiazole). Yields the product C(N)(=O)CSC=1N=CN2C1SC(=C2)C=2[C@@H]([C@H]1N(C2C(=O)OCC2=CC=C(C=C2)[N+](=O)[O-])C([C@@H]1[C@@H](C)O)=O)C (4-nitrobenzyl (1S,5R,6S)-2-(7-carbamoylmethylthioimidazo[5,1-b]thiazol-2-yl)-6-((1R)-1-hydroxyethyl)-1-methyl-1-carbapen-2-em-3-carboxylate). The yield is 59.9%. As a reaction SMILES: [OH:1][C@@H:2]([C@H:4]1[C:25](=[O:26])[N:6]2[C@@H:7]([C:12]([O:14][CH2:15][C:16]3[CH:21]=[CH:20][C:19]([N+:22]([O-:24])=[O:23])=[CH:18][CH:17]=3)=[O:13])[C:8](=O)[C@H:9]([CH3:10])[C@H:5]12)[CH3:3].[C:27]([CH2:30][S:31][C:32]1[N:33]=[CH:34][N:35]2[CH:39]=[C:38]([Sn](CCCC)(CCCC)CCCC)[S:37][C:36]=12)(=[O:29])[NH2:28]>>[C:27]([CH2:30][S:31][C:32]1[N:33]=[CH:34][N:35]2[CH:39]=[C:38]([C:8]3[C@H:9]([CH3:10])[C@@H:5]4[C@@H:4]([C@H:2]([OH:1])[CH3:3])[C:25](=[O:26])[N:6]4[C:7]=3[C:12]([O:14][CH2:15][C:16]3[CH:21]=[CH:20][C:19]([N+:22]([O-:24])=[O:23])=[CH:18][CH:17]=3)=[O:13])[S:37][C:36]=12)(=[O:29])[NH2:28]. Reported procedure: The procedure of Example 1a) was repeated, except that 231 mg of 4-nitrobenzyl (1R,3R,5R,6S)-6-((1R)-1-hydroxyethyl)-1-methyl-2-oxo-1-carbapenam-3-carboxylate and 336 mg of 7-carbamoylmethylthio-2-(tri-n-butylstannyl)imidazo[5,1-b]thiazole were used as the starting compounds. Thus, 213 mg of 4-nitrobenzyl (1S,5R,6S)-2-(7-carbamoylmethylthioimidazo[5,1-b]thiazol-2-yl)-6-((1R)-1-hydroxyethyl)-1-methyl-1-carbapen-2-em-3-carboxylate was prepared. Starting materials: Cc1ccccc1, CC(C)NC(C)C, Cl, [H][H], [OH-], [OH-], OCCc1ccc2c(c1)C(c1ccccc1)CC(O)O2, [Pd+2]. Product: Cl, CC(C)N(CCC(c1ccccc1)c1cc(CCO)ccc1O)C(C)C. As a reaction SMILES: [CH3:31][c:32]1[cH:33][cH:34][cH:35][cH:36][cH:37]1.[CH:21]([CH3:22])([CH3:23])[NH:24][CH:25]([CH3:26])[CH3:27].[ClH:30].[H:28][H:29].[OH-:38].[OH-:40].[OH:1][CH2:2][CH2:3][c:4]1[cH:5][c:6]2[c:11]([cH:12][cH:13]1)[O:10][CH:9]([OH:14])[CH2:8][CH:7]2[c:15]1[cH:16][cH:17][cH:18][cH:19][cH:20]1.[Pd+2:39]>>[ClH:30].[OH:1][CH2:2][CH2:3][c:4]1[cH:5][c:6]([CH:7]([CH2:8][CH2:9][N:24]([CH:21]([CH3:22])[CH3:23])[CH:25]([CH3:26])[CH3:27])[c:15]2[cH:16][cH:17][cH:18][cH:19][cH:20]2)[c:11]([OH:10])[cH:12][cH:13]1. Reactants: FC1=CC=C(C(=O)NC2CCNCC2)C=C1 (4-(4-fluorobenzoylamino)piperidine), N1=CC=CC=C1 (pyridine), CS(=O)(=O)Cl (methanesulfonyl chloride), N,N-dimethylaminopyridine, O (water). The solvent is ClCCl (dichloromethane), ClCCl (dichloromethane). Reaction conditions: time 1 hour. Yields the product FC1=CC=C(C(=O)NC2CCN(CC2)S(=O)(=O)C)C=C1 (4-(4-fluorobenzoylamino)-1-methylsulfonylpiperidine). Reaction SMILES: [F:1][C:2]1[CH:16]=[CH:15][C:5]([C:6]([NH:8][CH:9]2[CH2:14][CH2:13][NH:12][CH2:11][CH2:10]2)=[O:7])=[CH:4][CH:3]=1.N1C=CC=CC=1.[CH3:23][S:24](Cl)(=[O:26])=[O:25].O>ClCCl>[F:1][C:2]1[CH:16]=[CH:15][C:5]([C:6]([NH:8][CH:9]2[CH2:14][CH2:13][N:12]([S:24]([CH3:23])(=[O:26])=[O:25])[CH2:11][CH2:10]2)=[O:7])=[CH:4][CH:3]=1. Procedure details: To a solution of 4-(4-fluorobenzoylamino)piperidine (0.15 g) in dichloromethane (5 ml) were added in turn pyridine (0.14 ml) and methanesulfonyl chloride (96 μl) at 0° C. The mixture was allowed to warm to ambient temperature and stirred for 1 hour. To the mixture was added N,N-dimethylaminopyridine (0.13 g) and allowed to stir for another 1 hour. The reaction mixture was taken up into a mixture of water and dichloromethane. The separated organic layer was washed in turn with hydrochloric acid (...